This data is from the Open Reaction Database (ORD), a public repository of structured organic reaction records. The task is: describe an organic reaction: reactants, conditions, products, and yield Reactants: C1CCNCC1, CCO, O=C1NCCc2c(OCCCCl)cccc21. Yields the product O=C1NCCc2c(OCCCN3CCCCC3)cccc21. As a reaction SMILES: [CH2:17]1[CH2:18][CH2:19][NH:20][CH2:21][CH2:22]1.[CH3:23][CH2:24][OH:25].[Cl:1][CH2:2][CH2:3][CH2:4][O:5][c:6]1[c:7]2[c:12]([cH:13][cH:14][cH:15]1)[C:11](=[O:16])[NH:10][CH2:9][CH2:8]2>>[CH2:2]([CH2:3][CH2:4][O:5][c:6]1[c:7]2[c:12]([cH:13][cH:14][cH:15]1)[C:11](=[O:16])[NH:10][CH2:9][CH2:8]2)[N:20]1[CH2:19][CH2:18][CH2:17][CH2:22][CH2:21]1. Reactants: CCOC(=O)C (EtOAc), NC1=CC=C(C=C1)C=1C[C@H]2C(N(C3=C(C(N2C1)=O)C=C(C(=C3)OCCCOC3=CC1=C(C(N2[C@H](C(N1COCC[Si](C)(C)C)=O)CC(=C2)S(=O)(=O)C(F)(F)F)=O)C=C3OC)OC)COCC[Si](C)(C)C)=O ((S)-2-(4-aminophenyl)-7-methoxy-8-(3-((S)-7-methoxy-2-(trifluoromethylsulfonyl)-5,11-dioxo-10-((2-(trimethylsilyl)ethoxy)methyl)-5,10,11,11a-tetrahydro-1H-pyrrolo[2,1-c][1,4]benzodiazepin-8-yloxy)propoxy)-10-((2-(trimethylsilyl)ethoxy)methyl)-1H-pyrrolo[2,1-c][1,4]benzodiazepine-5,11(10H,11aH)-dione), COC1=CC=C(C=C1)B(O)O (4-methoxyphenyl boronic acid), C(=O)([O-])[O-].[Na+].[Na+] (Na2CO3). The reagents and catalysts are C=1C=CC(=CC1)[P](C=2C=CC=CC2)(C=3C=CC=CC3)[Pd]([P](C=4C=CC=CC4)(C=5C=CC=CC5)C=6C=CC=CC6)([P](C=7C=CC=CC7)(C=8C=CC=CC8)C=9C=CC=CC9)[P](C=1C=CC=CC1)(C=1C=CC=CC1)C=1C=CC=CC1 (Pd(PPh3)4). Solvent: C1(=CC=CC=C1)C (toluene), CCO (EtOH), O (H2O). Reaction conditions: time 20 hour. Product: NC1=CC=C(C=C1)C=1C[C@H]2C(N(C3=C(C(N2C1)=O)C=C(C(=C3)OCCCOC3=CC1=C(C(N2[C@H](C(N1COCC[Si](C)(C)C)=O)CC(=C2)C2=CC=C(C=C2)OC)=O)C=C3OC)OC)COCC[Si](C)(C)C)=O ((S)-2-(4-aminophenyl)-7-methoxy-8-(3-((S)-7-methoxy-2-(4-methoxyphenyl)-5,11-dioxo-10((2-(trimethylsilyl)ethoxy)methyl)-5,10,11,11a-tetrahydro-1H-pyrrolo[2,1-c][1,4]benzodiazepin-8-yloxy)propoxy)-10((2-(trimethylsilyl)ethoxy)methyl)-1H-pyrrolo[2,1-c][1,4]benzodiazepine-5,11(10H,11aH)-dione). The yield is 193.7%. As a reaction SMILES: [NH2:1][C:2]1[CH:7]=[CH:6][C:5]([C:8]2[CH2:9][C@@H:10]3[N:16]([CH:17]=2)[C:15](=[O:18])[C:14]2[CH:19]=[C:20]([O:61][CH3:62])[C:21]([O:23][CH2:24][CH2:25][CH2:26][O:27][C:28]4[C:58]([O:59][CH3:60])=[CH:57][C:31]5[C:32](=[O:56])[N:33]6[CH:48]=[C:47](S(C(F)(F)F)(=O)=O)[CH2:46][C@H:34]6[C:35](=[O:45])[N:36]([CH2:37][O:38][CH2:39][CH2:40][Si:41]([CH3:44])([CH3:43])[CH3:42])[C:30]=5[CH:29]=4)=[CH:22][C:13]=2[N:12]([CH2:63][O:64][CH2:65][CH2:66][Si:67]([CH3:70])([CH3:69])[CH3:68])[C:11]3=[O:71])=[CH:4][CH:3]=1.[CH3:72][O:73][C:74]1[CH:79]=[CH:78][C:77](B(O)O)=[CH:76][CH:75]=1.C([O-])([O-])=O.[Na+].[Na+].CCOC(C)=O>C1(C)C=CC=CC=1.CCO.O.C1C=CC([P]([Pd]([P](C2C=CC=CC=2)(C2C=CC=CC=2)C2C=CC=CC=2)([P](C2C=CC=CC=2)(C2C=CC=CC=2)C2C=CC=CC=2)[P](C2C=CC=CC=2)(C2C=CC=CC=2)C2C=CC=CC=2)(C2C=CC=CC=2)C2C=CC=CC=2)=CC=1>[NH2:1][C:2]1[CH:7]=[CH:6][C:5]([C:8]2[CH2:9][C@@H:10]3[N:16]([CH:17]=2)[C:15](=[O:18])[C:14]2[CH:19]=[C:20]([O:61][CH3:62])[C:21]([O:23][CH2:24][CH2:25][CH2:26][O:27][C:28]4[C:58]([O:59][CH3:60])=[CH:57][C:31]5[C:32](=[O:56])[N:33]6[CH:48]=[C:47]([C:77]7[CH:78]=[CH:79][C:74]([O:73][CH3:72])=[CH:75][CH:76]=7)[CH2:46][C@H:34]6[C:35](=[O:45])[N:36]([CH2:37][O:38][CH2:39][CH2:40][Si:41]([CH3:44])([CH3:43])[CH3:42])[C:30]=5[CH:29]=4)=[CH:22][C:13]=2[N:12]([CH2:63][O:64][CH2:65][CH2:66][Si:67]([CH3:70])([CH3:69])[CH3:68])[C:11]3=[O:71])=[CH:4][CH:3]=1 |f:2.3.4,^1:109,111,130,149|. Procedure: Solid Pd(PPh3)4 (10 mg, 8.69 μmol) was added to a stirred solution of the mono-triflate 9 (230 mg, 0.22 mmol) in toluene (3 mL), EtOH (10 mL), with 4-methoxyphenyl boronic acid (43 mg, 0.28 mmol), Na2CO3 (37 mg, 0.35 mmol), in H2O (1.5 mL) at room temperature. The reaction mixture was allowed to stir under a nitrogen atmosphere for 20 h, at which point the reaction was deemed complete as judged by LC/MS and TLC (EtOAc). The solvent was removed by rotary evaporation under reduced pressure in vacu... Reactants: [Br-], CCOC(=O)CN1CC(=O)C(NC(=O)c2ccc(Cl)s2)C1, C1CCOC1, C[P+](c1ccccc1)(c1ccccc1)c1ccccc1, CCOC(C)=O. RXN SMILES: [Br-:27].[CH2:1]([CH3:2])[O:3][C:4]([CH2:5][N:6]1[CH2:7][CH:8]([NH:12][C:13](=[O:14])[c:15]2[s:16][c:17]([Cl:20])[cH:18][cH:19]2)[C:9](=[O:11])[CH2:10]1)=[O:21].[CH2:22]1[O:23][CH2:24][CH2:25][CH2:26]1.[CH3:28][P+:29]([c:30]1[cH:31][cH:32][cH:33][cH:34][cH:35]1)([c:36]1[cH:37][cH:38][cH:39][cH:40][cH:41]1)[c:42]1[cH:43][cH:44][cH:45][cH:46][cH:47]1.[CH3:48][CH2:49][O:50][C:51]([CH3:52])=[O:53]>>[CH2:1]([CH3:2])[O:3][C:4]([CH2:5][N:6]1[CH2:7][CH:8]([NH:12][C:13](=[O:14])[c:15]2[s:16][c:17]([Cl:20])[cH:18][cH:19]2)[C:9](=[CH2:22])[CH2:10]1)=[O:21]. Product: C=C1CN(CC(=O)OCC)CC1NC(=O)c1ccc(Cl)s1.